From a dataset of the Open Reaction Database (ORD), a public repository of structured organic reaction records. describe an organic reaction: reactants, conditions, products, and yield The reactants are C(C)(=O)OCCC1=CC=C(C=C1)NC1=C(C=C(C(=C1)Cl)C(F)(F)F)NC(CCCC1=CC=NC=C1)=O (2-(4-{[5-chloro-2-{[4-(4-pyridinyl)butanoyl]amino}-4-(trifluoromethyl)phenyl]amino}phenyl)ethyl acetate), [OH-].[Na+] (NaOH). The solvent is C(C)O (ethanol). Reaction conditions: temperature 40 celsius, time 7 hour. Yields the product ClC=1C(=CC2=C(N(C(=N2)CCCC2=CC=NC=C2)C2=CC=C(C=C2)CCO)C1)C(F)(F)F (2-{4-[6-chloro-2-[3-(4-pyridinyl)propyl]-5-(trifluoromethyl)-1H-benzimidazol-1-yl]phenyl}ethanol). The yield is 54.4%. RXN SMILES: C([O:4][CH2:5][CH2:6][C:7]1[CH:12]=[CH:11][C:10]([NH:13][C:14]2[CH:19]=[C:18]([Cl:20])[C:17]([C:21]([F:24])([F:23])[F:22])=[CH:16][C:15]=2[NH:25][C:26](=O)[CH2:27][CH2:28][CH2:29][C:30]2[CH:35]=[CH:34][N:33]=[CH:32][CH:31]=2)=[CH:9][CH:8]=1)(=O)C.[OH-].[Na+]>C(O)C>[Cl:20][C:18]1[C:17]([C:21]([F:24])([F:23])[F:22])=[CH:16][C:15]2[N:25]=[C:26]([CH2:27][CH2:28][CH2:29][C:30]3[CH:31]=[CH:32][N:33]=[CH:34][CH:35]=3)[N:13]([C:10]3[CH:11]=[CH:12][C:7]([CH2:6][CH2:5][OH:4])=[CH:8][CH:9]=3)[C:14]=2[CH:19]=1 |f:1.2|. Reported procedure: A mixture of 2-(4-{[5-chloro-2-{[4-(4-pyridinyl)butanoyl]amino}-4-(trifluoromethyl)phenyl]amino}phenyl)ethyl acetate (step 3, 220 mg, 0.42 mmol) and 2N NaOH (15 ml) in ethanol (20 ml) was stirred at 40° C. for 7 h. The solvent was removed and the residue was added water (50 ml). The mixture was extracted with ethyl acetate(100 ml). The organic layer was washed with brine (50 ml), then dried (Na2SO4). After removal of solvent, the crude product was purified by flash column chromatography eluting ... Starting materials: ClC=1C=C(C=C(C1N)Br)N=NC1=CC=CC=C1 (3-chloro-5-bromo-4-amino-azobenzene). The solvent is CO (methanol). Product: ClC=1C=C(C=CC1N)N=NC1=CC=CC=C1 (3-chloro-4-amino-azobenzene). RXN SMILES: [Cl:1][C:2]1[CH:3]=[C:4]([N:10]=[N:11][C:12]2[CH:17]=[CH:16][CH:15]=[CH:14][CH:13]=2)[CH:5]=[C:6](Br)[C:7]=1[NH2:8]>CO>[Cl:1][C:2]1[CH:3]=[C:4]([N:10]=[N:11][C:12]2[CH:17]=[CH:16][CH:15]=[CH:14][CH:13]=2)[CH:5]=[CH:6][C:7]=1[NH2:8]. Procedure details: The 3-chloro-5-bromo-4-amino-azobenzene used in the present Example was obtained by bromination of 3-chloro-4-amino-azobenzene in methanol at 20°-25° C; melting point 152°-153° C.